Dataset: the Open Reaction Database (ORD), a public repository of structured organic reaction records. Task: describe an organic reaction: reactants, conditions, products, and yield The reactants are BrCCBr, CCOC(=O)CC(C)=O, CS(C)=O, [K+], [OH-], O. Yields the product CCOC(=O)C1(C(C)=O)CC1. As a reaction SMILES: [Br:10][CH2:11][CH2:12][Br:13].[C:1]([CH2:2][C:3](=[O:4])[CH3:5])(=[O:6])[O:7][CH2:8][CH3:9].[CH3:17][S:18]([CH3:19])=[O:20].[K+:15].[OH-:14].[OH2:16]>>[C:1]([C:2]1([C:3](=[O:4])[CH3:5])[CH2:11][CH2:12]1)(=[O:6])[O:7][CH2:8][CH3:9]. Starting materials: CC1CN(c2ccc3c(Cl)cccc3n2)CC(C)N1, O=C(NCc1ccc(F)cc1)C1(CCCCBr)c2ccccc2-c2ccccc21. The product is CC1CN(c2ccc3c(Cl)cccc3n2)CC(C)N1CCCCC1(C(=O)NCc2ccc(F)cc2)c2ccccc2-c2ccccc21. RXN SMILES: [Cl:30][c:31]1[c:32]2[cH:33][cH:34][c:35]([N:41]3[CH2:42][CH:43]([CH3:48])[NH:44][CH:45]([CH3:47])[CH2:46]3)[n:36][c:37]2[cH:38][cH:39][cH:40]1.[F:1][c:2]1[cH:3][cH:4][c:5]([CH2:6][NH:7][C:8](=[O:9])[C:10]2([CH2:23][CH2:24][CH2:25][CH2:26][Br:27])[c:11]3[cH:12][cH:13][cH:14][cH:15][c:16]3-[c:17]3[cH:18][cH:19][cH:20][cH:21][c:22]32)[cH:28][cH:29]1>>[F:1][c:2]1[cH:3][cH:4][c:5]([CH2:6][NH:7][C:8](=[O:9])[C:10]2([CH2:23][CH2:24][CH2:25][CH2:26][N:44]3[CH:43]([CH3:48])[CH2:42][N:41]([c:35]4[cH:34][cH:33][c:32]5[c:31]([Cl:30])[cH:40][cH:39][cH:38][c:37]5[n:36]4)[CH2:46][CH:45]3[CH3:47])[c:11]3[cH:12][cH:13][cH:14][cH:15][c:16]3-[c:17]3[cH:18][cH:19][cH:20][cH:21][c:22]32)[cH:28][cH:29]1. Starting materials: N1CCC(CC1)CCN1S(NC(C1)C)(=O)=O (2-[2-(4-piperidyl)ethyl]-4-methyl-1,2,5-thiadiazolidine-1,1-dioxide), N1CCC(CC1)CCN1S(NCC1C)(=O)=O (2-[2-(4-piperidyl)ethyl]-3-methyl-1,2,5-thiadiazolidine-1,1-dioxide), Cl (hydrochloride). Product: N1CCC(CC1)CN1S(NC(CC1)C)(=O)=O (2-(4-piperidylmethyl)-5-methyltetrahydro-1,2,6-thiadiazine-1,1-dioxide). As a reaction SMILES: [NH:1]1[CH2:6][CH2:5][CH:4]([CH2:7]CN2CC(C)NS2(=O)=O)[CH2:3][CH2:2]1.N1CCC([CH2:23][CH2:24][N:25]2[CH:29](C)[CH2:28][NH:27][S:26]2(=[O:32])=[O:31])CC1.Cl>>[NH:1]1[CH2:2][CH2:3][CH:4]([CH2:7][N:27]2[CH2:28][CH2:29][CH:24]([CH3:23])[NH:25][S:26]2(=[O:31])=[O:32])[CH2:5][CH2:6]1. Procedure: 2-[2-(4-piperidyl)ethyl]-4-methyl-1,2,5-thiadiazolidine-1,1-dioxide and 2-[2-(4-piperidyl)ethyl]-3-methyl-1,2,5-thiadiazolidine-1,1-dioxide as a 3:1 mixture (crude hydrochloride, oil). The reactants are C(C)(=O)OC(C)=O (acetic anhydride), NC(C(=O)O)(C(C)C)C (2-amino-2,3-dimethylbutyric acid), Cl (HCl). Solvent: [OH-].[Na+] (NaOH), [OH-].[Na+] (NaOH). Conditions: time 0.5 hour. Product: C(C)(=O)NC(C(=O)O)(C(C)C)C ((±)-2-Acetylamino-2,3-dimethylbutyric acid). Reaction SMILES: [NH2:1][C:2]([CH3:9])([CH:6]([CH3:8])[CH3:7])[C:3]([OH:5])=[O:4].[C:10](OC(=O)C)(=[O:12])[CH3:11].Cl>[OH-].[Na+]>[C:10]([NH:1][C:2]([CH3:9])([CH:6]([CH3:8])[CH3:7])[C:3]([OH:5])=[O:4])(=[O:12])[CH3:11] |f:3.4|. Reported procedure: To a stirred solution of 2-amino-2,3-dimethylbutyric acid (13.1 g) in 55 ml 2N NaOH maintained at 5° C is added simultaneously dropwise but separately 17 ml acetic anhydride and 95 ml 2N NaOH so that the pH of the solution is maintained at about 8.5. After stirring at room temperature for a further 1/2 hour, the mixture is acidified with concentrated HCl and the product, (±)-2-acetylamino-2,3-dimethylbutyric acid, removed by filtration, washed with cold water and air-dried. A sample recrystalliz... Procedure details: A 30-liter reactor was charged continuously with 75 kg/hr of β-naphthol, 30 kg/hr of diisopropyltoluene (isomer mixture) and 23.5 kg/hr of 50% aqueous sodium hydroxide solution while it was held at 100° C. in a nitrogen atmosphere. The liquid mixture was fed to a fractionating column while water was withdrawn as an overhead distillate. During fractionation, the reboiler was kept between 230° and 240° C. The residence time in the column was about 20 minutes and the distillate withdrawal rate was ... Reaction SMILES: C1C2C(=CC=CC=2)C=C[C:2]=1[OH:11].[CH:12]([C:15]1[C:16]([CH:22]([CH3:24])C)=[C:17](C)[CH:18]=[CH:19][CH:20]=1)([CH3:14])C.[OH-:25].[Na+].[OH2:27]>>[OH:25][C:24]1[C:14]([C:2]([OH:11])=[O:27])=[CH:12][C:15]2[C:16](=[CH:17][CH:18]=[CH:19][CH:20]=2)[CH:22]=1 |f:2.3|. The reactants are C1=C(C=CC2=CC=CC=C12)O (β-naphthol), C(C)(C)C=1C(=C(C=CC1)C)C(C)C (diisopropyltoluene), [OH-].[Na+] (sodium hydroxide), O (water). Conditions: time 20 minute. The product is OC1=CC2=CC=CC=C2C=C1C(=O)O (2-hydroxynaphthalene-3-carboxylic acid). Reactants: C(C)(C)(C)C=1C=C(C(=C(C1)S(=O)C)OC)[N+](=O)[O-] (5-tert-butyl-1-methanesulphinyl-2-methoxy-3-nitro-benzene), [H][H] (hydrogen). Reagents/catalysts: [OH-].[Pd+2].[OH-] (palladium-(II)-hydroxide). Run in C(C)(=O)OCC (ethyl acetate). Yields the product C(C)(C)(C)C=1C=C(C(=C(C1)N)OC)S(=O)C (5-tert-butyl-3-methanesulphinyl-2-methoxy-phenylamine). RXN SMILES: [C:1]([C:5]1[CH:6]=[C:7]([N+:16]([O-])=O)[C:8]([O:14][CH3:15])=[C:9]([S:11]([CH3:13])=[O:12])[CH:10]=1)([CH3:4])([CH3:3])[CH3:2].[H][H]>C(OCC)(=O)C.[OH-].[Pd+2].[OH-]>[C:1]([C:5]1[CH:10]=[C:9]([S:11]([CH3:13])=[O:12])[C:8]([O:14][CH3:15])=[C:7]([NH2:16])[CH:6]=1)([CH3:4])([CH3:2])[CH3:3] |f:3.4.5|. Procedure: 15.5 g 5-tert-butyl-1-methanesulphinyl-2-methoxy-3-nitro-benzene in 300 ml of ethyl acetate are added 3.0 g 10% palladium-(II)-hydroxide on charcoal and the mixture is hydrogenated for 16 hours at 3 bar hydrogen pressure. Then the hydrogenation catalyst is filtered off through kieselguhr and washed with 100 ml of ethyl acetate. The solvent is eliminated in vacuo and the residue is extracted from n-pentane.